Dataset: the Open Reaction Database (ORD), a public repository of structured organic reaction records. Task: describe an organic reaction: reactants, conditions, products, and yield The reactants are COC(=O)C(C(C)=O)C(=O)C(C)Oc1ccc(Oc2cnc3cc(Cl)ccc3n2)cc1, CCC(=O)CC(=O)[O-], CCCCC(=O)[O-], CS(C)=O, [Cl-], [Cl-], CC(Oc1ccc(Oc2cnc3cc(Cl)ccc3n2)cc1)C(=O)O, [H][H], [Na+], [Na]. Yields the product CC(=O)CC(=O)C(C)Oc1ccc(Oc2cnc3cc(Cl)ccc3n2)cc1. RXN SMILES: [C:1]([CH3:2])(=[O:3])[CH:4]([C:5]([O:6][CH3:7])=[O:8])[C:9]([CH:10]([CH3:11])[O:12][c:13]1[cH:14][cH:15][c:16]([O:19][c:20]2[n:21][c:22]3[cH:23][cH:24][c:25]([Cl:30])[cH:26][c:27]3[n:28][cH:29]2)[cH:17][cH:18]1)=[O:31].[CH3:60][CH2:61][C:62](=[O:63])[CH2:64][C:65]([O-:66])=[O:67].[CH3:68][CH2:69][CH2:70][CH2:71][C:72](=[O:73])[O-:74].[CH3:77][S:78]([CH3:79])=[O:80].[Cl-:34].[Cl-:76].[Cl:35][c:36]1[cH:37][c:38]2[c:39]([cH:40][cH:41]1)[n:42][c:43]([O:44][c:45]1[cH:46][cH:47][c:48]([O:49][CH:50]([CH3:51])[C:52]([OH:53])=[O:54])[cH:55][cH:56]1)[cH:57][n:58]2.[H:32][H:33].[Na+:75].[Na:59]>>[C:1]([CH3:2])(=[O:3])[CH2:4][C:9]([CH:10]([CH3:11])[O:12][c:13]1[cH:14][cH:15][c:16]([O:19][c:20]2[n:21][c:22]3[cH:23][cH:24][c:25]([Cl:30])[cH:26][c:27]3[n:28][cH:29]2)[cH:17][cH:18]1)=[O:31]. Reactants: N1=C(C=CC=C1)C=1C=CC=2C3=C(C(N(C2C1)CC(F)(F)F)=O)CNN3C3OCCCC3 (7-(pyrid-2-yl)-1-(tetrahydro-2H-pyran-2-yl)-5-(2,2,2-trifluoroethyl)-2,5-dihydro-4H-pyrazolo[4,3-c]quinolin-4-one), N1=C(C=CC=C1)C=1C=CC=2C=3C(C(N(C2C1)CC(F)(F)F)=O)=CN(N3)C3OCCCC3 (7-(pyrid-2-yl)-2-(tetrahydro-2H-pyran-2-yl)-5-(2,2,2-trifluoroethyl)-2,5-dihydro-4H-pyrazolo[4,3-c]quinolin-4-one), solution, Cl (hydrogen chloride), O1CCOCC1 (dioxane). Solvent: C(Cl)Cl (DCM). Reaction conditions: time 1 hour. Product: N1=C(C=CC=C1)C=1C=CC=2C3=C(C(N(C2C1)CC(F)(F)F)=O)C=NN3 (7-(pyrid-2-yl)-5-(2,2,2-trifluoroethyl)-1,5-dihydro-4H-pyrazolo[4,3-c]quinolin-4-one). As a reaction SMILES: [N:1]1[CH:6]=[CH:5][CH:4]=[CH:3][C:2]=1[C:7]1[CH:8]=[CH:9][C:10]2[C:11]3[N:25](C4CCCCO4)[NH:24][CH2:23][C:12]=3[C:13](=[O:22])[N:14]([CH2:17][C:18]([F:21])([F:20])[F:19])[C:15]=2[CH:16]=1.N1C=CC=CC=1C1C=CC2C3C(=CN(C4CCCCO4)N=3)C(=O)N(CC(F)(F)F)C=2C=1.Cl.O1CCOCC1>C(Cl)Cl>[N:1]1[CH:6]=[CH:5][CH:4]=[CH:3][C:2]=1[C:7]1[CH:8]=[CH:9][C:10]2[C:11]3[NH:25][N:24]=[CH:23][C:12]=3[C:13](=[O:22])[N:14]([CH2:17][C:18]([F:20])([F:19])[F:21])[C:15]=2[CH:16]=1. Reported procedure: To a solution of 7-(pyrid-2-yl)-1-(tetrahydro-2H-pyran-2-yl)-5-(2,2,2-trifluoroethyl)-2,5-dihydro-4H-pyrazolo[4,3-c]quinolin-4-one and 7-(pyrid-2-yl)-2-(tetrahydro-2H-pyran-2-yl)-5-(2,2,2-trifluoroethyl)-2,5-dihydro-4H-pyrazolo[4,3-c]quinolin-4-one (60 mg, 0.14 mmol) in 1 mL of DCM is added a 4M solution of anhydrous hydrogen chloride in dioxane (350 μL, 1.40 mmol). After stirring for 1 hour at room temperature, the suspension is filtered and the solid is dried under vacuum to give 59 mg of 7-(p...